describe an organic reaction: reactants, conditions, products, and yield From a dataset of the Open Reaction Database (ORD), a public repository of structured organic reaction records. Reactants: FC(C(=O)O)(F)F.ClC1=CC(=NC=C1CO)N1NC=C(C1=O)C=1C=NC=CC1 (2-[4-Chloro-5-(hydroxymethyl)pyridin-2-yl]-4-pyridin-3-yl-1,2-dihydro-3H-pyrazol-3-one trifluoroacetate), solution, Cl (hydrogen chloride). The solvent is O1CCOCC1 (dioxane). The product is Cl.ClC1=CC(=NC=C1CO)N1NC=C(C1=O)C=1C=NC=CC1 (2-[4-Chloro-5-(hydroxymethyl)pyridin-2-yl]-4-pyridin-3-yl-1,2-dihydro-3H-pyrazol-3-one hydrochloride). RXN SMILES: FC(F)(F)C(O)=O.[Cl:8][C:9]1[C:14]([CH2:15][OH:16])=[CH:13][N:12]=[C:11]([N:17]2[C:21](=[O:22])[C:20]([C:23]3[CH:24]=[N:25][CH:26]=[CH:27][CH:28]=3)=[CH:19][NH:18]2)[CH:10]=1.Cl>O1CCOCC1>[ClH:8].[Cl:8][C:9]1[C:14]([CH2:15][OH:16])=[CH:13][N:12]=[C:11]([N:17]2[C:21](=[O:22])[C:20]([C:23]3[CH:24]=[N:25][CH:26]=[CH:27][CH:28]=3)=[CH:19][NH:18]2)[CH:10]=1 |f:0.1,4.5|. Reported procedure: 12 mg (0.03 mmol) of the compound from Example 23 are stirred in 1.5 ml of a 4 N solution of hydrogen chloride in dioxane for 30 min. The mixture is then decanted, the residue is stirred in tert-butyl methyl ether and decanted off again, and the solid that remains is initially air-dried and then dried under high vacuum. Starting materials: Cl.O(C)N (methoxylamine hydrochloride), C(C)(=O)C=1C=NC=CC1 (3-acetyl pyridine), C([O-])([O-])=O.[K+].[K+] (potassium carbonate). Run in O (water), CO (methanol). The product is CON=C(C)C=1C=NC=CC1 (3-acetyl-pyridine-O-methyl-oxime). RXN SMILES: Cl.[O:2]([NH2:4])[CH3:3].[C:5]([C:8]1[CH:9]=[N:10][CH:11]=[CH:12][CH:13]=1)(=O)[CH3:6].C(=O)([O-])[O-].[K+].[K+]>CO.O>[CH3:3][O:2][N:4]=[C:5]([C:8]1[CH:9]=[N:10][CH:11]=[CH:12][CH:13]=1)[CH3:6] |f:0.1,3.4.5|. Reported procedure: 6.85 g of methoxylamine hydrochloride is added to 10 g of 3-acetyl pyridine in 50 cm3 of methanol and the whole is heated to reflux for 3 hours. The solvent is eliminated under reduced pressure, the residue is taken up in water, alkanlized with potassium carbonate and extracted with ethyl acetate. After evaporating, 11 g of the expected product is recovered. (b.p.: 115°-118° C. under 18 mm Hg). The reactants are C(C)OC(=O)C1(CC2=CC=CC=C2C1)NC(C1=C(C(=CC=C1)C)I)=O (2-(2-Iodo-3-methyl-benzoylamino)-indan-2-carboxylic acid ethyl ester), COCC=CB(O)O (3-methoxy-1-propenylboronic acid), aqueous solution, C(=O)([O-])[O-].[K+].[K+] (K2CO3). The reagents and catalysts are [Pd] (palladium), [Pd] (Pd). Run in CCO (EtOH). Product: C(C)OC(=O)C1(CC2=CC=CC=C2C1)NC(C1=C(C(=CC=C1)C)C=CCOC)=O (2-[2-(3-Methoxy-propenyl)-3-methyl-benzoylamino]-indan-2-carboxylic acid ethyl ester). Reaction SMILES: [CH2:1]([O:3][C:4]([C:6]1([NH:15][C:16](=[O:25])[C:17]2[CH:22]=[CH:21][CH:20]=[C:19]([CH3:23])[C:18]=2I)[CH2:14][C:13]2[C:8](=[CH:9][CH:10]=[CH:11][CH:12]=2)[CH2:7]1)=[O:5])[CH3:2].[CH3:26][O:27][CH2:28][CH:29]=[CH:30]B(O)O.C([O-])([O-])=O.[K+].[K+]>CCO.[Pd]>[CH2:1]([O:3][C:4]([C:6]1([NH:15][C:16](=[O:25])[C:17]2[CH:22]=[CH:21][CH:20]=[C:19]([CH3:23])[C:18]=2[CH:30]=[CH:29][CH2:28][O:27][CH3:26])[CH2:14][C:13]2[C:8](=[CH:9][CH:10]=[CH:11][CH:12]=2)[CH2:7]1)=[O:5])[CH3:2] |f:2.3.4|. Reported procedure: To a solution of 2-(2-Iodo-3-methyl-benzoylamino)-indan-2-carboxylic acid ethyl ester (400 mg, 0.89 mmol) and 3-methoxy-1-propenylboronic acid (206 mg, 1.78 mmol) in 10 mL EtOH/10 mL dioxane is added palladium anchored homogeneous catalyst, FibreCatPd(0), (4.84% Pd, 195 mg, 0.089 mmol) and 2M aqueous solution of K2SO4 (1.78 mL, 3.56 mmol). The resulting reaction mixture is covered with argon and run in a microwave reaction: 110° C., 4 h. After concentration in vacuo, the residue is purified by H... Starting materials: C(C)(C)(C)OC(=O)N1CCC2=CC=C(C=C12)C=1SC=C(N1)C(=O)OCC (ethyl 2-(1-(tert-butoxycarbonyl)indolin-6-yl)thiazole-4-carboxylate), C(=O)(C(F)(F)F)O (TFA). Run in C(Cl)Cl (DCM). Run at time 2.5 hour. The product is N1CCC2=CC=C(C=C12)C=1SC=C(N1)C(=O)OCC (ethyl 2-(indolin-6-yl)thiazole-4-carboxylate). Isolated yield 170.1%. Reaction SMILES: C(OC([N:8]1[C:16]2[C:11](=[CH:12][CH:13]=[C:14]([C:17]3[S:18][CH:19]=[C:20]([C:22]([O:24][CH2:25][CH3:26])=[O:23])[N:21]=3)[CH:15]=2)[CH2:10][CH2:9]1)=O)(C)(C)C.C(O)(C(F)(F)F)=O>C(Cl)Cl>[NH:8]1[C:16]2[C:11](=[CH:12][CH:13]=[C:14]([C:17]3[S:18][CH:19]=[C:20]([C:22]([O:24][CH2:25][CH3:26])=[O:23])[N:21]=3)[CH:15]=2)[CH2:10][CH2:9]1. Reported procedure: To ethyl 2-(1-(tert-butoxycarbonyl)indolin-6-yl)thiazole-4-carboxylate (28C) (46 mg, 0.12 mmol) was added DCM (5 ml) and TFA (1 ml) and stirred for 2.5 hours. The mixture was concentrated under reduced pressure to provide 56 mg of the desired product ethyl 2-(indolin-6-yl)thiazole-4-carboxylate (28D): LC/MS (APCI): m/z 275.0 (M+H). The reactants are O=C([O-])[O-], ClCC=Cc1ccccc1, CC#N, [K+], [K+], O, NC(=O)c1cccc(O)c1. The product is NC(=O)c1cccc(OCC=Cc2ccccc2)c1. Reaction SMILES: [C:11](=[O:12])([O-:13])[O-:14].[CH2:17]([CH:18]=[CH:19][c:20]1[cH:21][cH:22][cH:23][cH:24][cH:25]1)[Cl:26].[CH3:27][C:28]#[N:29].[K+:15].[K+:16].[OH2:30].[OH:1][c:2]1[cH:3][c:4]([C:5](=[O:6])[NH2:7])[cH:8][cH:9][cH:10]1>>[O:1]([c:2]1[cH:3][c:4]([C:5](=[O:6])[NH2:7])[cH:8][cH:9][cH:10]1)[CH2:17][CH:18]=[CH:19][c:20]1[cH:21][cH:22][cH:23][cH:24][cH:25]1. The reactants are C(C=C)(=O)NC=1C=C2C=CC=C(C2=CC1)OCCCC1=C(NC2=C(C=CC=C12)C1=C(C=CC=C1)C)C(=O)OCC (ethyl 3-(3-(6-acrylamidonaphthalen-1-yloxy)propyl)-7-o-tolyl-1H-indole-2-carboxylate), [OH-].[Na+] (NaOH). The solvent is CO (methanol), O1CCCC1 (tetrahydrofuran). The product is C(C=C)(=O)NC=1C=C2C=CC=C(C2=CC1)OCCCC1=C(NC2=C(C=CC=C12)C1=C(C=CC=C1)C)C(=O)O (3-(3-((6-(acryloylamino)-1-naphthyl)oxy)propyl)-7-(2-methylphenyl)-1H-indole-2-carboxylic acid). RXN SMILES: [C:1]([NH:5][C:6]1[CH:7]=[C:8]2[C:13](=[CH:14][CH:15]=1)[C:12]([O:16][CH2:17][CH2:18][CH2:19][C:20]1[C:28]3[C:23](=[C:24]([C:29]4[CH:34]=[CH:33][CH:32]=[CH:31][C:30]=4[CH3:35])[CH:25]=[CH:26][CH:27]=3)[NH:22][C:21]=1[C:36]([O:38]CC)=[O:37])=[CH:11][CH:10]=[CH:9]2)(=[O:4])[CH:2]=[CH2:3].[OH-].[Na+]>O1CCCC1.CO>[C:1]([NH:5][C:6]1[CH:7]=[C:8]2[C:13](=[CH:14][CH:15]=1)[C:12]([O:16][CH2:17][CH2:18][CH2:19][C:20]1[C:28]3[C:23](=[C:24]([C:29]4[CH:34]=[CH:33][CH:32]=[CH:31][C:30]=4[CH3:35])[CH:25]=[CH:26][CH:27]=3)[NH:22][C:21]=1[C:36]([OH:38])=[O:37])=[CH:11][CH:10]=[CH:9]2)(=[O:4])[CH:2]=[CH2:3] |f:1.2|. Procedure details: To a mixture of EXAMPLE 565B (62.8 mg), acrylic acid (9.91 μl) and 2-(1H-7-azabenzotriazol-1-yl)-1,1,3,3-tetramethyl uronium hexafluorophosphate Methanaminium (HATU, 54.9 mg) in tetrahydrofuran (3 ml) was added triethylamine (36.6 μl). The reaction was stirred at room temperature overnight, diluted with ethyl acetate and washed with water. The organic layer was dried over sodium sulfate, filtered and concentrated. The residue was purified by flash chromatography, eluting with dichloromethane, to...